This data is from the Open Reaction Database (ORD), a public repository of structured organic reaction records. The task is: describe an organic reaction: reactants, conditions, products, and yield Starting materials: COc1cc(Nc2c(C#N)cnc3cc(Br)ccc23)c(Cl)cc1Cl, CCN1CCN(Cc2cc(Br)cs2)CC1. Yields the product CCN1CCN(Cc2cc(-c3ccc4c(Nc5cc(OC)c(Cl)cc5Cl)c(C#N)cnc4c3)cs2)CC1. RXN SMILES: [Br:1][c:2]1[cH:3][cH:4][c:5]2[c:6]([NH:14][c:15]3[c:16]([Cl:24])[cH:17][c:18]([Cl:23])[c:19]([O:21][CH3:22])[cH:20]3)[c:7]([C:12]#[N:13])[cH:8][n:9][c:10]2[cH:11]1.[Br:25][c:26]1[cH:27][c:28]([CH2:31][N:32]2[CH2:33][CH2:34][N:35]([CH2:38][CH3:39])[CH2:36][CH2:37]2)[s:29][cH:30]1>>[c:2]1(-[c:26]2[cH:27][c:28]([CH2:31][N:32]3[CH2:33][CH2:34][N:35]([CH2:38][CH3:39])[CH2:36][CH2:37]3)[s:29][cH:30]2)[cH:3][cH:4][c:5]2[c:6]([NH:14][c:15]3[c:16]([Cl:24])[cH:17][c:18]([Cl:23])[c:19]([O:21][CH3:22])[cH:20]3)[c:7]([C:12]#[N:13])[cH:8][n:9][c:10]2[cH:11]1. The reactants are OCC1=CC=C(OCC2=CC=CC=C2)C=C1 (4-hydroxymethylphenoxy phenyl methane). Reagents/catalysts: [O-2].[O-2].[Mn+4] (manganese dioxide). The solvent is CC(=O)C (acetone). Conditions: time 18 hour. Product: C(=O)C1=CC=C(OCC2=CC=CC=C2)C=C1 (4-formylphenoxy phenyl methane). RXN SMILES: [OH:1][CH2:2][C:3]1[CH:16]=[CH:15][C:6]([O:7][CH2:8][C:9]2[CH:14]=[CH:13][CH:12]=[CH:11][CH:10]=2)=[CH:5][CH:4]=1>CC(C)=O.[O-2].[O-2].[Mn+4]>[CH:2]([C:3]1[CH:16]=[CH:15][C:6]([O:7][CH2:8][C:9]2[CH:14]=[CH:13][CH:12]=[CH:11][CH:10]=2)=[CH:5][CH:4]=1)=[O:1] |f:2.3.4|. Procedure details: A mixture of 4-hydroxymethylphenoxy phenyl methane (1.07g.; 0.005 mole) and active manganese dioxide (0.44g.; 0.005 mole) in dry acetone (20ml) was stirred under dry nitrogen for 18 hrs. at room temperature. The inorganic salts were then filtered off to yield 4-formylphenoxy phenyl methane identified by TLC. Reactants: CC(C)(C)Oc1ccc(CCBr)cc1, Cc1ccc2[nH]c3c(c2c1)CN(C)CC3, [K+], [OH-], O. The product is Cc1ccc2c(c1)c1c(n2CCc2ccc(OC(C)(C)C)cc2)CCN(C)C1. As a reaction SMILES: [Br:18][CH2:19][CH2:20][c:21]1[cH:22][cH:23][c:24]([O:27][C:28]([CH3:29])([CH3:30])[CH3:31])[cH:25][cH:26]1.[CH3:1][N:2]1[CH2:3][c:4]2[c:5]([nH:6][c:7]3[cH:8][cH:9][c:10]([CH3:13])[cH:11][c:12]23)[CH2:14][CH2:15]1.[K+:17].[OH-:16].[OH2:32]>>[CH3:1][N:2]1[CH2:3][c:4]2[c:5]([n:6]([CH2:19][CH2:20][c:21]3[cH:22][cH:23][c:24]([O:27][C:28]([CH3:29])([CH3:30])[CH3:31])[cH:25][cH:26]3)[c:7]3[cH:8][cH:9][c:10]([CH3:13])[cH:11][c:12]23)[CH2:14][CH2:15]1. Starting materials: O=C([O-])[O-], COc1ccc(CN)cc1, CO, CC(=O)c1cnc(Cl)c2cc(-c3ccccc3)sc12, ClCCl, [K+], [K+], CN(C)C=O. The product is CC(=O)c1cnc(N)c2cc(-c3ccccc3)sc12. Reaction SMILES: [C:20](=[O:21])([O-:22])[O-:23].[CH3:26][O:27][c:28]1[cH:29][cH:30][c:31]([CH2:32][NH2:33])[cH:34][cH:35]1.[CH3:44][OH:45].[Cl:1][c:2]1[n:3][cH:4][c:5]([C:17]([CH3:18])=[O:19])[c:6]2[c:7]1[cH:8][c:9](-[c:11]1[cH:12][cH:13][cH:14][cH:15][cH:16]1)[s:10]2.[Cl:36][CH2:37][Cl:38].[K+:24].[K+:25].[O:39]=[CH:40][N:41]([CH3:42])[CH3:43]>>[c:2]1([NH2:33])[n:3][cH:4][c:5]([C:17]([CH3:18])=[O:19])[c:6]2[c:7]1[cH:8][c:9](-[c:11]1[cH:12][cH:13][cH:14][cH:15][cH:16]1)[s:10]2. The reactants are COc1ccc(-c2cnc(N)s2)cc1, CC#N, C1CCOC1, S=C(n1ccnc1)n1ccnc1. Product: COc1ccc(-c2cnc(NC(=S)n3ccnc3)s2)cc1. Reaction SMILES: [CH3:1][O:2][c:3]1[cH:4][cH:5][c:6](-[c:9]2[cH:10][n:11][c:12]([NH2:14])[s:13]2)[cH:7][cH:8]1.[CH3:27][C:28]#[N:29].[O:30]1[CH2:31][CH2:32][CH2:33][CH2:34]1.[n:15]1([C:20](=[S:21])[n:22]2[cH:23][cH:24][n:25][cH:26]2)[cH:16][n:17][cH:18][cH:19]1>>[CH3:1][O:2][c:3]1[cH:4][cH:5][c:6](-[c:9]2[cH:10][n:11][c:12]([NH:14][C:20]([n:15]3[cH:16][n:17][cH:18][cH:19]3)=[S:21])[s:13]2)[cH:7][cH:8]1. The product is C(C)(C)(C)[Si](OC(CCC1CCC(N1)=O)CC1=CC(=CC=C1)OC1=CC=CC=C1)(C)C (5-[3-(tert-butyl-dimethyl-silanyloxy)-4-(3-phenoxy-phenyl)-butyl]-pyrrolidin-2-one). As a reaction SMILES: [OH:1][CH:2]([CH2:11][C:12]1[CH:17]=[CH:16][CH:15]=[C:14]([O:18][C:19]2[CH:24]=[CH:23][CH:22]=[CH:21][CH:20]=2)[CH:13]=1)[CH2:3][CH2:4][CH:5]1[NH:9][C:8](=[O:10])[CH2:7][CH2:6]1.[Si:25](Cl)([C:28]([CH3:31])([CH3:30])[CH3:29])([CH3:27])[CH3:26]>>[C:28]([Si:25]([CH3:27])([CH3:26])[O:1][CH:2]([CH2:11][C:12]1[CH:17]=[CH:16][CH:15]=[C:14]([O:18][C:19]2[CH:24]=[CH:23][CH:22]=[CH:21][CH:20]=2)[CH:13]=1)[CH2:3][CH2:4][CH:5]1[NH:9][C:8](=[O:10])[CH2:7][CH2:6]1)([CH3:31])([CH3:30])[CH3:29]. Reported procedure: Analogous to the procedure described for Example 1A, Step C, 5-[3-hydroxy-4-(3-phenoxy-phenyl)-butyl]-pyrrolidin-2-one (668.3 mg, 2.05 mmol) was reacted with tert-butyldimethylsilyl chloride (341 mg, 2.26 mmol). Purification by medium pressure chromatography (CH2Cl2 to 1% MeOH in CH2Cl2 to 2% MeOH in CH2Cl2) provided 5-[3-(tert-butyl-dimethyl-silanyloxy)-4-(3-phenoxy-phenyl)-butyl]-pyrrolidin-2-one (673 mg). 1H NMR (CDCl3) δ7.32 (m, 2H), 7.22 (m, 1H), 7.09 (m, 1H), 6.99 (d, 2H), 6.89 (d, 1H), 6.... Starting materials: OC(CCC1CCC(N1)=O)CC1=CC(=CC=C1)OC1=CC=CC=C1 (5-[3-hydroxy-4-(3-phenoxy-phenyl)-butyl]-pyrrolidin-2-one), [Si](C)(C)(C(C)(C)C)Cl (tert-butyldimethylsilyl chloride). The yield is 74.7%. Procedure: 2-34 2-((3-Amino-3-(2-fluorophenyl)propyl-amino)-5-(4-fluorophenyl-3-methyl-6-(4-pyridyl)-4(3H)-pyrimidinone was prepared from 5-(4-fluorophenyl)-3-methyl-2-methylthio-6-(4-pyridyl)-4(3H)-pyrimidinone and 1-(2-fluorophenyl)-1,3-propanediamine according to the General Procedure. The reaction was done at 190μ C. for 3 h. MS (m/z): 448.1 (M+H)+; C25H23F2N5O requir. 447.5 (free base). As a reaction SMILES: FC1C=CC([C:8]2[C:9](=[O:23])[N:10]([CH3:22])[C:11](SC)=[N:12][C:13]=2[C:14]2[CH:19]=[CH:18][N:17]=[CH:16][CH:15]=2)=CC=1.[F:24][C:25]1[CH:30]=[CH:29][CH:28]=[CH:27][C:26]=1C(N)CCN>>[F:24][C:25]1[CH:30]=[CH:29][C:28]([C:11]2[N:10]([CH3:22])[C:9](=[O:23])[CH:8]=[C:13]([C:14]3[CH:15]=[CH:16][N:17]=[CH:18][CH:19]=3)[N:12]=2)=[CH:27][CH:26]=1. Run at time 3 hour. Starting materials: FC1=CC=C(C=C1)C=1C(N(C(=NC1C1=CC=NC=C1)SC)C)=O (5-(4-fluorophenyl)-3-methyl-2-methylthio-6-(4-pyridyl)-4(3H)-pyrimidinone), FC1=C(C=CC=C1)C(CCN)N (1-(2-fluorophenyl)-1,3-propanediamine). Product: FC1=CC=C(C=C1)C1=NC(=CC(N1C)=O)C1=CC=NC=C1 (4-fluorophenyl-3-methyl-6-(4-pyridyl)-4(3H)-pyrimidinone).